The task is: describe an organic reaction: reactants, conditions, products, and yield. This data is from the Open Reaction Database (ORD), a public repository of structured organic reaction records. Reactants: CC(C)(C)OC(=O)N1CCC(C(=O)O)CC1, CNOC, ClCCl, Cl. Product: CON(C)C(=O)C1CCN(C(=O)OC(C)(C)C)CC1. As a reaction SMILES: [C:1]([CH3:2])([CH3:3])([CH3:4])[O:5][C:6](=[O:7])[N:8]1[CH2:9][CH2:10][CH:11]([C:14](=[O:15])[OH:16])[CH2:12][CH2:13]1.[CH3:18][NH:19][O:20][CH3:21].[Cl:22][CH2:23][Cl:24].[ClH:17]>>[C:1]([CH3:2])([CH3:3])([CH3:4])[O:5][C:6](=[O:7])[N:8]1[CH2:9][CH2:10][CH:11]([C:14](=[O:16])[N:19]([CH3:18])[O:20][CH3:21])[CH2:12][CH2:13]1. Starting materials: N1=C(C=CC=C1C)C (2,6-lutidine), acid chloride ethyl ester, CC(CC(=O)O)(CC(=O)O)C (3,3-dimethylglutaric acid). Reagents/catalysts: [Pd] (palladium-on-charcoal). The solvent is O1CCCC1 (tetrahydrofuran). The product is C(=O)CC(CC(=O)OCC)(C)C (ethyl 4-formyl-3,3-dimethylbutanoate). RXN SMILES: [CH3:1][C:2]([CH3:11])([CH2:7][C:8]([OH:10])=O)[CH2:3][C:4]([OH:6])=[O:5].N1C(C)=CC=[CH:14][C:13]=1C>O1CCCC1.[Pd]>[CH:8]([CH2:7][C:2]([CH3:1])([CH3:11])[CH2:3][C:4]([O:6][CH2:13][CH3:14])=[O:5])=[O:10]. Reported procedure: 40 g of the acid chloride ethyl ester of 3,3-dimethylglutaric acid, prepared in Example 28, are dissolved in 400 ml of tetrahydrofuran. 2 of 5% palladium-on-charcoal and 22.8 ml of 2,6-lutidine are added and the mixture is hydrogenated at normal pressure and room temperature. When the absorption of hydrogen has ceased, the catalyst is filtered off and the solvent is evaporated off under vacuum. The residue is taken up with water and extracted with ether. The ether phase is washed with a dilute s... The reactants are IC1=C2CCNC(C2=CC=C1)CC(=O)OCC (ethyl 2-(5-iodo-1,2,3,4-tetrahydroisoquinolin-1-yl)acetate), IC1=C2CCN\C(\C2=CC=C1)=C/C(=O)OCC ((Z)-ethyl 2-(5-iodo-3,4-dihydroisoquinolin-1(2H)-ylidene)acetate), [BH3-]C#N.[Na+] (NaBH3CN), [BH3-]C#N.[Na+] (NaBH3CN), C(=O)(O)[O-].[Na+] (NaHCO3). Solvent: CCO (EtOH), CC(=O)O (AcOH). Run at time 1.5 hour. Product: IC1=C2CCN3C(C2=CC=C1)=CC(NCC3=O)=O (9-iodo-3,4,7,8-tetrahydro-[1,4]diazepino[7,1-a]isoquinoline-2,5-dione). As a reaction SMILES: [I:1][C:2]1[CH:11]=[CH:10][CH:9]=[C:8]2[C:3]=1[CH2:4][CH2:5][NH:6][CH:7]2[CH2:12][C:13]([O:15]CC)=O.IC1C=CC=C2C=1CCN/C/2=C\C([O:32][CH2:33][CH3:34])=O.[BH3-]C#[N:37].[Na+].C([O-])(O)=O.[Na+]>CCO.CC(O)=O>[I:1][C:2]1[CH:11]=[CH:10][CH:9]=[C:8]2[C:3]=1[CH2:4][CH2:5][N:6]1[C:33](=[O:32])[CH2:34][NH:37][C:13](=[O:15])[CH:12]=[C:7]12 |f:2.3,4.5|. Reported procedure: ethyl 2-(5-iodo-1,2,3,4-tetrahydroisoquinolin-1-yl)acetate. A solution of (Z)-ethyl 2-(5-iodo-3,4-dihydroisoquinolin-1(2H)-ylidene)acetate (40.0 g, 116 mmol) in dry EtOH (430 mL) was treated with AcOH (33 mL) and NaBH3CN (9.63 g, 146 mmol) portionwise at RT under Ar. The mixture was stirred at RT for 1.5 h, and another load of NaBH3CN (3.85 g, 58 mmol) was then added portionwise. The mixture was stirred for another 1.5 h, and then poured onto a saturated aq. solution of NaHCO3. The pH was adjust... Starting materials: ClCCl, CC(C)(N)CO, O=S(Cl)Cl, O=C(O)c1ccccc1-c1ccccc1. Product: CC(C)(CO)NC(=O)c1ccccc1-c1ccccc1. Reaction SMILES: [CH2:26]([Cl:27])[Cl:28].[NH2:20][C:21]([CH2:22][OH:23])([CH3:24])[CH3:25].[S:16]([Cl:17])([Cl:18])=[O:19].[c:1]1(-[c:10]2[cH:11][cH:12][cH:13][cH:14][cH:15]2)[c:2]([C:7](=[O:8])[OH:9])[cH:3][cH:4][cH:5][cH:6]1>>[c:1]1(-[c:10]2[cH:11][cH:12][cH:13][cH:14][cH:15]2)[c:2]([C:7](=[O:9])[NH:20][C:21]([CH2:22][OH:23])([CH3:24])[CH3:25])[cH:3][cH:4][cH:5][cH:6]1.